This data is from the Open Reaction Database (ORD), a public repository of structured organic reaction records. The task is: describe an organic reaction: reactants, conditions, products, and yield Starting materials: CCc1cnc(N2CCC(Oc3cc(N4CCc5cc(C(=O)OC)ccc54)ncn3)CC2)nc1, CCO, [Na+], C1CCOC1, [OH-]. Yields the product CCc1cnc(N2CCC(Oc3cc(N4CCc5cc(C(=O)O)ccc54)ncn3)CC2)nc1. As a reaction SMILES: [CH2:1]([CH3:2])[c:3]1[cH:4][n:5][c:6]([N:9]2[CH2:10][CH2:11][CH:12]([O:15][c:16]3[cH:17][c:18]([N:22]4[CH2:23][CH2:24][c:25]5[cH:26][c:27]([C:31](=[O:32])[O:33][CH3:34])[cH:28][cH:29][c:30]54)[n:19][cH:20][n:21]3)[CH2:13][CH2:14]2)[n:7][cH:8]1.[CH3:42][CH2:43][OH:44].[Na+:41].[O:35]1[CH2:36][CH2:37][CH2:38][CH2:39]1.[OH-:40]>>[CH2:1]([CH3:2])[c:3]1[cH:4][n:5][c:6]([N:9]2[CH2:10][CH2:11][CH:12]([O:15][c:16]3[cH:17][c:18]([N:22]4[CH2:23][CH2:24][c:25]5[cH:26][c:27]([C:31](=[O:32])[OH:33])[cH:28][cH:29][c:30]54)[n:19][cH:20][n:21]3)[CH2:13][CH2:14]2)[n:7][cH:8]1. The reactants are COC(=O)C=1C=C(C=C(C1)N(C)C(C(C)C)=O)C1=CC=C(C=C1)C (5-(Isobutyryl-methyl-amino)-4′-methyl-biphenyl-3-carboxylic acid methyl ester), [OH-].[Na+] (NaOH), Cl (HCl), Cl (HCl). Run in CO (methanol). Reaction conditions: time 1 hour. The product is C(C(C)C)(=O)N(C=1C=C(C=C(C1)C1=CC=C(C=C1)C)C(=O)O)C (5-(isobutyryl-methyl-amino)-4′-methyl-biphenyl-3-carboxylic acid). Isolated yield 82.8%. As a reaction SMILES: C[O:2][C:3]([C:5]1[CH:6]=[C:7]([C:18]2[CH:23]=[CH:22][C:21]([CH3:24])=[CH:20][CH:19]=2)[CH:8]=[C:9]([N:11]([C:13](=[O:17])[CH:14]([CH3:16])[CH3:15])[CH3:12])[CH:10]=1)=[O:4].[OH-].[Na+].Cl>CO>[C:13]([N:11]([CH3:12])[C:9]1[CH:10]=[C:5]([C:3]([OH:4])=[O:2])[CH:6]=[C:7]([C:18]2[CH:23]=[CH:22][C:21]([CH3:24])=[CH:20][CH:19]=2)[CH:8]=1)(=[O:17])[CH:14]([CH3:16])[CH3:15] |f:1.2|. Procedure details: 5-(Isobutyryl-methyl-amino)-4′-methyl-biphenyl-3-carboxylic acid methyl ester (85 mg, 0.26 mmol)) was added to a mixture of methanol (2 mL) and 1N aqueous NaOH (2 mL) and the mixture was stirred for one hour. HCl (1N aqueous solution) was added dropwise to the stirring solution until a precipitate formed. An additional 0.5 lM of 1N HCl was added, and the mixture was extracted with ethyl acetate. The combined organic extracts were washed with brine, dried over MgSO4, filtered and concentrated und...